This data is from the Open Reaction Database (ORD), a public repository of structured organic reaction records. The task is: describe an organic reaction: reactants, conditions, products, and yield Reactants: O(C1=CC=CC=C1)C=1C=C(C=CC(=O)C=2NC=CC2)C=CC1 (2-(3-phenoxycinnamoyl)pyrrole), [H][H] (hydrogen). Reagents/catalysts: [Pd] (Pd/C). Solvent: C(C)O (ethanol). Yields the product O(C1=CC=CC=C1)C=1C=C(C=CC1)CCC(=O)C=1NC=CC1 (2-(3-m-phenoxyphenylpropionyl)pyrrole). Isolated yield 99.3%. Reaction SMILES: [O:1]([C:8]1[CH:9]=[C:10]([CH:20]=[CH:21][CH:22]=1)[CH:11]=[CH:12][C:13]([C:15]1[NH:16][CH:17]=[CH:18][CH:19]=1)=[O:14])[C:2]1[CH:7]=[CH:6][CH:5]=[CH:4][CH:3]=1.[H][H]>C(O)C.[Pd]>[O:1]([C:8]1[CH:9]=[C:10]([CH2:11][CH2:12][C:13]([C:15]2[NH:16][CH:17]=[CH:18][CH:19]=2)=[O:14])[CH:20]=[CH:21][CH:22]=1)[C:2]1[CH:3]=[CH:4][CH:5]=[CH:6][CH:7]=1. Reported procedure: A mixture of 9 g (31.1 mmol) of 2-(3-phenoxycinnamoyl)pyrrole, 3, and 2 g of 10% Pd/C in 200 ml of ethanol was stirred and hydrogen gas was passed over the reaction mixture for 2 hours and 15 minutes. The mixture was dried and concentrated on a rotary evaporator to give 9 g of solid product. The crude reaction product was chromatographed on silica gel (for dry column chromatography), eluting with ethyl acetate/hexane (1:4). The chromatographed material was recrystallized twice from isopropanol y...